From a dataset of the Open Reaction Database (ORD), a public repository of structured organic reaction records. describe an organic reaction: reactants, conditions, products, and yield Reactants: C=O (paraformaldehyde), C(C)(=O)[O-].[Zn+2].C(C)(=O)[O-] (zinc acetate), C(=S)=S (carbon disulfide), NC(CO)(C)C (2-amino-2-methyl-1-propanol), C=O (paraformaldehyde). Solvent: C(C)(C)O (isopropanol). Conditions: temperature 12 celsius, time 6 hour. Yields the product CC1(N(COC1)C(=S)[S-])C.CC1(N(COC1)C(=S)[S-])C.[Zn+2] (Zinc Bis(4,4-dimethyloxazolidine-3-carbodithioate)). RXN SMILES: [CH2:1]=O.[NH2:3][C:4]([CH3:8])([CH3:7])[CH2:5][OH:6].C([O-])(=O)C.[Zn+2:13].[C:14]([O-])(=O)C.[C:18](=[S:20])=[S:19]>C(O)(C)C>[CH3:7][C:4]1([CH3:8])[CH2:5][O:6][CH2:1][N:3]1[C:18]([S-:20])=[S:19].[CH3:7][C:4]1([CH3:8])[CH2:5][O:6][CH2:14][N:3]1[C:18]([S-:20])=[S:19].[Zn+2:13] |f:2.3.4,7.8.9|. Reported procedure: Thirty grams (1.0 mole) paraformaldehyde was added to a solution of 89.2 g. (1.0 mole) 2-amino-2-methyl-1-propanol in 600 ml. isopropanol, temperature at 45°-64°C. After all the paraformaldehyde had dissolved, the mixture was cooled to 12°C.; 92 g. (0.50 mole) anhydrous zinc acetate and 76 g. (1.0 mole) carbon disulfide were added. The reaction mixture was stirred six hours at 45°-50°C. Filtration at 5°C. gave 152.6 g. of the desired product melting with decomposition at 209°-211°C. A benzene-cr... The reactants are BrC=1C=C2C=3CCCC(C3NC2=CC1)N (6-bromo-2,3,4,9-tetrahydro-1H-carbazol-1-amine), FC=1C=C(C(=O)Cl)C=CC1 (3-fluorobenzoyl chloride). Yields the product BrC=1C=C2C=3CCCC(C3NC2=CC1)NC(C1=CC(=CC=C1)F)=O (N-(6-Bromo-2,3,4,9-tetrahydro-1H-carbazol-1-yl)-3-fluorobenzamide), solid. Isolated yield 24.0%. As a reaction SMILES: [Br:1][C:2]1[CH:3]=[C:4]2[C:12](=[CH:13][CH:14]=1)[NH:11][C:10]1[CH:9]([NH2:15])[CH2:8][CH2:7][CH2:6][C:5]2=1.[F:16][C:17]1[CH:18]=[C:19]([CH:23]=[CH:24][CH:25]=1)[C:20](Cl)=[O:21]>>[Br:1][C:2]1[CH:3]=[C:4]2[C:12](=[CH:13][CH:14]=1)[NH:11][C:10]1[CH:9]([NH:15][C:20](=[O:21])[C:19]3[CH:23]=[CH:24][CH:25]=[C:17]([F:16])[CH:18]=3)[CH2:8][CH2:7][CH2:6][C:5]2=1. Procedure: N-(6-Bromo-2,3,4,9-tetrahydro-1H-carbazol-1-yl)-3-fluorobenzamide was prepared from 6-bromo-2,3,4,9-tetrahydro-1H-carbazol-1-amine and 3-fluorobenzoyl chloride in a similar manner as described above to give a white solid (24% yield). 1H-NMR (DMSO-d6): δ 11.04 (s, 1H), 8.97 (d, 1H), 7.85-7.81 (m, 1H), 7.81-7.74 (m, 1H), 7.62 (d, 1H), 7.59-7.50 (m, 1H), 7.46-7.37 (m, 1H), 7.29 (d, 1H), 7.17 (dd, 1H), 5.38 (m, 1H), 2.68 (m, 2H), 2.08 (m, 2H), 1.87 (m, 2H); MS m/z 387 (M−1). Starting materials: C1CCNC1, [Cl-], Fc1cccc(Cl)c1C=[N+]1CCCC1, O=Cc1c(F)cccc1Cl, Nc1ccccc1-n1cccc1. The product is Nc1ccccc1-n1cccc1C(c1c(F)cccc1Cl)N1CCCC1. As a reaction SMILES: [CH2:38]1[CH2:39][NH:40][CH2:41][CH2:42]1.[Cl-:13].[Cl:14][c:15]1[c:16]([CH:17]=[N+:18]2[CH2:19][CH2:20][CH2:21][CH2:22]2)[c:23]([F:27])[cH:24][cH:25][cH:26]1.[Cl:28][c:29]1[cH:30][cH:31][cH:32][c:33]([F:34])[c:35]1[CH:36]=[O:37].[n:1]1(-[c:6]2[c:7]([NH2:12])[cH:8][cH:9][cH:10][cH:11]2)[cH:2][cH:3][cH:4][cH:5]1>>[n:1]1(-[c:6]2[c:7]([NH2:12])[cH:8][cH:9][cH:10][cH:11]2)[cH:2][cH:3][cH:4][c:5]1[CH:17]([c:16]1[c:15]([Cl:14])[cH:26][cH:25][cH:24][c:23]1[F:27])[N:18]1[CH2:19][CH2:20][CH2:21][CH2:22]1. Starting materials: C[C@@H]1C/C=C/C=C/[C@@H]([C@@H](C[C@@H]([C@@H]([C@H]([C@@H](CC(=O)O1)O)OC)O[C@H]2[C@@H]([C@H]([C@@H]([C@H](O2)C)O[C@H]3C[C@@]([C@H]([C@@H](O3)C)OC(=O)CC(C)C)(C)O)N(C)C)O)CC=O)C)O (leucomycin A1), S(O)(O)(=O)=O (sulfuric acid), 53A, CCCCCC (n-hexane), C1=CC=CC=C1 (benzene), 53A. Run in C(C)(=O)OCC (ethyl acetate), CO (methanol). RXN SMILES: CCCC[CH2:5][CH3:6].C1C=CC=CC=1.S(=O)(=O)(O)[OH:14].[CH3:18][C@H:19]1[O:35][C:33](=[O:34])[CH2:32][C@@H:31]([OH:36])[C@H:30]([O:37][CH3:38])[C@@H:29]([O:39][C@@H:40]2[O:45][C@H:44]([CH3:46])[C@@H:43]([O:47][C@@H:48]3[O:53][C@@H:52]([CH3:54])[C@H:51]([O:55][C:56]([CH2:58][CH:59]([CH3:61])[CH3:60])=[O:57])[C@@:50]([OH:63])([CH3:62])[CH2:49]3)[C@H:42]([N:64]([CH3:66])[CH3:65])[C@H:41]2[OH:67])[C@@H:28]([CH2:68][CH:69]=[O:70])[CH2:27][C@@H:26]([CH3:71])[C@@H:25]([OH:72])[CH:24]=[CH:23][CH:22]=[CH:21][CH2:20]1>C(OCC)(=O)C.CO>[CH3:18][C@H:19]1[O:35][C:33](=[O:34])[CH2:32][C@@H:31]([O:36][C:5]([CH3:6])=[O:14])[C@H:30]([O:37][CH3:38])[C@@H:29]([O:39][C@@H:40]2[O:45][C@H:44]([CH3:46])[C@@H:43]([O:47][C@@H:48]3[O:53][C@@H:52]([CH3:54])[C@H:51]([O:55][C:56]([CH2:58][CH:59]([CH3:60])[CH3:61])=[O:57])[C@@:50]([OH:63])([CH3:62])[CH2:49]3)[C@H:42]([N:64]([CH3:66])[CH3:65])[C@H:41]2[OH:67])[C@@H:28]([CH2:68][CH:69]=[O:70])[CH2:27][C@@H:26]([CH3:71])[C@@H:25]([OH:72])[CH:24]=[CH:23][CH:22]=[CH:21][CH2:20]1. Product: C[C@@H]1C/C=C/C=C/[C@@H]([C@@H](C[C@@H]([C@@H]([C@H]([C@@H](CC(=O)O1)OC(=O)C)OC)O[C@H]2[C@@H]([C@H]([C@@H]([C@H](O2)C)O[C@H]3C[C@@]([C@H]([C@@H](O3)C)OC(=O)CC(C)C)(C)O)N(C)C)O)CC=O)C)O (leucomycin A3), 3-O-acetyl leucomycin A1. Reported procedure: After developing the plate in a developer composed of n-hexane:benzene:methanol:ethyl acetate=30:10:25:8:20, and product spots were tested by color development with sulfuric acid to try to detect 3-acylated leucomycin A1. As a result, it was found that from among about 200 transformed strains, Streptomyces lividans 53A strain (hereafter, referred to as "strain 53A") produced leucomycin A3, i.e., 3-O-acetyl leucomycin A1. The leucomycin produced by the strain 53A was identified to be leucomycin A...